From a dataset of the Open Reaction Database (ORD), a public repository of structured organic reaction records. describe an organic reaction: reactants, conditions, products, and yield The reagents and catalysts are [O-2].[O-2].[Mn+4] (manganese dioxide). Reactants: OC(CCCCC1=CC=CC=C1)C=1N=CNC1 (4-(1-hydroxy-5-phenylpentyl)-1H-imidazole). Solvent: ClC(=C(Cl)Cl)Cl (tetrachloroethylene). Procedure details: 5,5 g of 4-(1-hydroxy-5-phenylpentyl)-1H-imidazole and 7,0 g of manganese dioxide are refluxed stirring in tetrachloroethylene for four hours. The reaction mixture is filtered and the filtrate is evaporated to dryness. Water is added and the product is extracted into methylene chloride. The combined extracts are washed with water and evaporated to dryness. Product: O=C(CCCCC1=CC=CC=C1)C=1N=CNC1 (4-(1-oxo-5-phenylpentyl)-1H-imidazole). RXN SMILES: [OH:1][CH:2]([C:13]1[N:14]=[CH:15][NH:16][CH:17]=1)[CH2:3][CH2:4][CH2:5][CH2:6][C:7]1[CH:12]=[CH:11][CH:10]=[CH:9][CH:8]=1>ClC(Cl)=C(Cl)Cl.[O-2].[O-2].[Mn+4]>[O:1]=[C:2]([C:13]1[N:14]=[CH:15][NH:16][CH:17]=1)[CH2:3][CH2:4][CH2:5][CH2:6][C:7]1[CH:12]=[CH:11][CH:10]=[CH:9][CH:8]=1 |f:2.3.4|. Reactants: C(#N)C1=C(C=C(N)C=C1)Cl (4-cyano-3-chloroaniline), O1[C@H](C1)CN1C(C2=CC=CC=C2C1=O)=O (2-(((S)-oxiran-2-yl)methyl)isoindoline-1,3-dione). Run in CC(C)O (2-propylalcohol). Product: C(#N)C1=C(C=C(C=C1)NC[C@H](CN1C(C2=CC=CC=C2C1=O)=O)O)Cl (2-((R)-3-(4-cyano-3-chlorophenylamino)-2-hydroxypropyl)isoindoline-1,3-dione). Yield: 42.9%. Reaction SMILES: [C:1]([C:3]1[CH:9]=[CH:8][C:6]([NH2:7])=[CH:5][C:4]=1[Cl:10])#[N:2].[O:11]1[CH2:13][C@@H:12]1[CH2:14][N:15]1[C:23](=[O:24])[C:22]2[C:17](=[CH:18][CH:19]=[CH:20][CH:21]=2)[C:16]1=[O:25]>CC(O)C>[C:1]([C:3]1[CH:9]=[CH:8][C:6]([NH:7][CH2:13][C@@H:12]([OH:11])[CH2:14][N:15]2[C:16](=[O:25])[C:17]3[C:22](=[CH:21][CH:20]=[CH:19][CH:18]=3)[C:23]2=[O:24])=[CH:5][C:4]=1[Cl:10])#[N:2]. Procedure: According to the same procedure as Preparation Example 1, 4-cyano-3-chloroaniline (VI-d) (3.00 g, 19.66 mmol) and 2-(((S)-oxiran-2-yl)methyl)isoindoline-1,3-dione (III) (4.66 g, 20.64 mmol) were stirred under reflux in 2-propylalcohol to obtain the title compound (VII-d) (3.00 g, 8.43 mmol, 43%) as yellow solid. Reactants: C(C)(C)(C)OC(=O)NCCCCCC(=O)O (6-t-butoxycarbonylaminohexanoic acid), C1(=CC=CC=C1)P(=O)(C1=CC=CC=C1)N=[N+]=[N-] (diphenylphosphoryl azide), FC=1C(NC(NC1)=O)=O (5-fluorouracil), C(C)(C)(C)OC(=O)NCCCCCN=C=O (5-t-butoxycarbonylaminopentyl isocyanate). Run in C1=CC=CC=C1 (benzene), C(C)N(CC)CC (triethyl amine). Procedure: The reaction of 6-t-butoxycarbonylaminohexanoic acid and diphenylphosphoryl azide in a solution of triethyl amine and benzene provided a solution comprising 5-t-butoxycarbonylaminopentyl isocyanate, which was reacted with 5-fluorouracil to provide 1-[N-(5-t-butoxycarbonylaminopentyl)carbamoyl]-5-fluorouracil substantially in the similar method to that of Example 20. Reaction SMILES: C(OC(NCCCCCC(O)=O)=O)(C)(C)C.C1(P(N=[N+]=[N-])(C2C=CC=CC=2)=O)C=CC=CC=1.[C:34]([O:38][C:39]([NH:41][CH2:42][CH2:43][CH2:44][CH2:45][CH2:46][N:47]=[C:48]=[O:49])=[O:40])([CH3:37])([CH3:36])[CH3:35].[F:50][C:51]1[C:52](=[O:58])[NH:53][C:54](=[O:57])[NH:55][CH:56]=1>C1C=CC=CC=1.C(N(CC)CC)C>[C:34]([O:38][C:39]([NH:41][CH2:42][CH2:43][CH2:44][CH2:45][CH2:46][NH:47][C:48]([N:55]1[CH:56]=[C:51]([F:50])[C:52](=[O:58])[NH:53][C:54]1=[O:57])=[O:49])=[O:40])([CH3:37])([CH3:35])[CH3:36]. The product is C(C)(C)(C)OC(=O)NCCCCCNC(=O)N1C(=O)NC(=O)C(=C1)F (1-[N-(5-t-butoxycarbonylaminopentyl)carbamoyl]-5-fluorouracil). Product: FC=1C(N(C(N(C1)S(=O)(=O)C1=CC=C(C=C1)OC)=O)CC=1SC=CC1)=N (5-Fluoro-4-imino-1-((4-methoxyphenyl)sulfonyl)-3-(thiophen-2-ylmethyl)-3,4-dihydropyrimidin-2(1H)-one). Reported procedure: To a 25 mL vial with magnetic stirring were added 4-amino-5-fluoro-1-((4-methoxyphenyl)sulfonyl)pyrimidin-2(1H)-one (150 mg, 0.501 mmol), thiophen-2-ylmethanol (172 mg, 1.504 mmol), triphenylphosphine (Ph3P; 394 mg, 1.504 mmol) and dry tetrahydrofuran (THF; 4.204 mL). The reaction mixture was placed under nitrogen (N2) atmosphere and cooled to ice-bath temperature. After cooling 10 minutes (min), diethylazodicarboxylate (DEAD; 0.238 mL, 1.504 mmol) was added dropwise and the mixture was allowed ... Solvent: O1CCCC1 (tetrahydrofuran). Reactants: CCOC(=O)/N=N/C(=O)OCC (diethylazodicarboxylate), NC1=NC(N(C=C1F)S(=O)(=O)C1=CC=C(C=C1)OC)=O (4-amino-5-fluoro-1-((4-methoxyphenyl)sulfonyl)pyrimidin-2(1H)-one), S1C(=CC=C1)CO (thiophen-2-ylmethanol), C1(=CC=CC=C1)P(C1=CC=CC=C1)C1=CC=CC=C1 (triphenylphosphine). RXN SMILES: [NH2:1][C:2]1[C:7]([F:8])=[CH:6][N:5]([S:9]([C:12]2[CH:17]=[CH:16][C:15]([O:18][CH3:19])=[CH:14][CH:13]=2)(=[O:11])=[O:10])[C:4](=[O:20])[N:3]=1.[S:21]1[CH:25]=[CH:24][CH:23]=[C:22]1[CH2:26]O.C1(P(C2C=CC=CC=2)C2C=CC=CC=2)C=CC=CC=1.CCOC(/N=N/C(OCC)=O)=O>O1CCCC1>[F:8][C:7]1[C:2](=[NH:1])[N:3]([CH2:26][C:22]2[S:21][CH:25]=[CH:24][CH:23]=2)[C:4](=[O:20])[N:5]([S:9]([C:12]2[CH:13]=[CH:14][C:15]([O:18][CH3:19])=[CH:16][CH:17]=2)(=[O:10])=[O:11])[CH:6]=1. The reactants are C(C=C)C=1C=C(C=CC1O)S(=O)(=O)N (3-allyl-4-hydroxybenzenesulfonamide), [H][H] (hydrogen), CO.C(Cl)Cl (MeOH CH2Cl2). Reagents/catalysts: [Pd] (palladium on carbon). The solvent is C(C)O (ethanol). Run at time 15 minute. The product is OC1=C(C=C(C=C1)S(=O)(=O)N)CCC (4-hydroxy-3-n-propylbenzenesulfonamide). The yield is 99.4%. As a reaction SMILES: [CH2:1]([C:4]1[CH:5]=[C:6]([S:11]([NH2:14])(=[O:13])=[O:12])[CH:7]=[CH:8][C:9]=1[OH:10])[CH:2]=[CH2:3].[H][H].CO.C(Cl)Cl>C(O)C.[Pd]>[OH:10][C:9]1[CH:8]=[CH:7][C:6]([S:11]([NH2:14])(=[O:12])=[O:13])=[CH:5][C:4]=1[CH2:1][CH2:2][CH3:3] |f:2.3|. Procedure details: A Parr hydrogenation flask was charged with a solution of 3.04 g (14.30 mmol) of the product of Step A dissolved in 25 mL of ethanol and 0.300 g of a 10% palladium on carbon catalyst was added. The flask was mounted in the hydrogenation apparatus, freed of air, pressurized with hydrogen (40 psig) and shaken for 15 minutes. At the end of this period TLC analysis (3% MeOH-CH2Cl2, 2 elutions) indicated that the reaction was complete and the reaction mixture was filtered and evaporated. The product ... The reactants are C1CCOC1, COCCl, [H-], [Na+], Cc1c(C)c2c(c(C)c1O)C(=O)CCS2. Yields the product COCOc1c(C)c(C)c2c(c1C)C(=O)CCS2. RXN SMILES: [CH2:22]1[O:23][CH2:24][CH2:25][CH2:26]1.[CH3:16][O:17][CH2:18][Cl:19].[H-:21].[Na+:20].[OH:1][c:2]1[c:3]([CH3:15])[c:4]2[c:9]([c:10]([CH3:13])[c:11]1[CH3:12])[S:8][CH2:7][CH2:6][C:5]2=[O:14]>>[O:1]([c:2]1[c:3]([CH3:15])[c:4]2[c:9]([c:10]([CH3:13])[c:11]1[CH3:12])[S:8][CH2:7][CH2:6][C:5]2=[O:14])[CH2:18][O:17][CH3:16].